From a dataset of the Open Reaction Database (ORD), a public repository of structured organic reaction records. describe an organic reaction: reactants, conditions, products, and yield Starting materials: C1(=CC=CC=C1)C(C(=O)OCC)C(=O)[O-] (ethyl 2-phenylmalonate), NC(=S)N (thiourea), C(CCC)N(CCCC)CCCC (tri-n-butylamine), Cl (HCl), aqueous solution, [OH-].[Na+] (NaOH), CI (methyl iodide). Run in C1CCCCC1 (cyclohexane), C(C)O (ethanol). Reaction conditions: time 30 minute. The product is C1(=CC=CC=C1)C1C(N=C(NC1=O)SC)=O (5-Phenyl-2-methylthio-4,6(1H,5H)-pyrimidinedione). Isolated yield 34.3%. As a reaction SMILES: [C:1]1([CH:7]([C:13]([O-:15])=O)[C:8](OCC)=[O:9])[CH:6]=[CH:5][CH:4]=[CH:3][CH:2]=1.[NH2:16][C:17]([NH2:19])=[S:18].[CH2:20](N(CCCC)CCCC)CCC.[OH-].[Na+].CI.Cl>C1CCCCC1.C(O)C>[C:1]1([CH:7]2[C:13](=[O:15])[NH:19][C:17]([S:18][CH3:20])=[N:16][C:8]2=[O:9])[CH:6]=[CH:5][CH:4]=[CH:3][CH:2]=1 |f:3.4|. Reported procedure: 60.0 g (208 mmol) of ethyl 2-phenylmalonate and 19.0 g (249 mmol) of thiourea were heated at 150° C. for 2.5 hours in 77 g (416 mmol) of tri-n-butylamine. The resultant ethanol was for the most part distilled off. After the reaction solution had cooled, 180 ml of an aqueous solution of 24.9 g (623 mmol) of NaOH were added to it. After adding 50 ml of cyclohexane and stirring for about 30 min the aqueous phase was separated off, treated with 35.4 g (142 mmol) of methyl iodide and stirred at appro... The reactants are ClC1=CC=C(C=C1)C1=CN=C(O1)[C@H](C)N ((S)-1-(5-(4-chlorophenyl)oxazol-2-yl)ethanamine), C(C)(C)(C)O[C@H](C)[C@@H]1N(C(OC1)=O)C1=NC(=NC=C1F)F ((R)-4-((R)-1-(tert-butoxy)ethyl)-3-(2,5-difluoropyrimidin-4-yl)oxazolidin-2-one), C(C)N(C(C)C)C(C)C (N-ethyl-N-isopropylpropan-2-amine). Run in CCOC(=O)C (EtOAc), CS(=O)C (DMSO). Conditions: temperature 120 celsius. Product: C(C)(C)(C)O[C@H](C)[C@@H]1N(C(OC1)=O)C1=NC(=NC=C1F)NC(C)C=1OC(=CN1)C1=CC=C(C=C1)Cl ((4R)-4-((R)-1-(tert-butoxy)ethyl)-3-(2-((1-(5-(4-chlorophenyl)oxazol-2-yl)ethyl)amino)-5-fluoropyrimidin-4-yl)oxazolidin-2-one). The yield is 73.0%. As a reaction SMILES: [Cl:1][C:2]1[CH:7]=[CH:6][C:5]([C:8]2[O:12][C:11]([C@@H:13]([NH2:15])[CH3:14])=[N:10][CH:9]=2)=[CH:4][CH:3]=1.[C:16]([O:20][C@@H:21]([C@H:23]1[CH2:27][O:26][C:25](=[O:28])[N:24]1[C:29]1[C:34]([F:35])=[CH:33][N:32]=[C:31](F)[N:30]=1)[CH3:22])([CH3:19])([CH3:18])[CH3:17].C(N(C(C)C)C(C)C)C>CS(C)=O.CCOC(C)=O>[C:16]([O:20][C@@H:21]([C@H:23]1[CH2:27][O:26][C:25](=[O:28])[N:24]1[C:29]1[C:34]([F:35])=[CH:33][N:32]=[C:31]([NH:15][CH:13]([C:11]2[O:12][C:8]([C:5]3[CH:4]=[CH:3][C:2]([Cl:1])=[CH:7][CH:6]=3)=[CH:9][N:10]=2)[CH3:14])[N:30]=1)[CH3:22])([CH3:17])([CH3:18])[CH3:19]. Procedure details: To a solution of (S)-1-(5-(4-chlorophenyl)oxazol-2-yl)ethanamine 75 mg, 0.337 mmol) and (R)-4-((R)-1-(tert-butoxy)ethyl)-3-(2,5-difluoropyrimidin-4-yl)oxazolidin-2-one (101 mg, 0.337 mmol) in DMSO (1 ml) was added N-ethyl-N-isopropylpropan-2-amine (2 eq, 0.118 mL, 0.674 mmol) and heated in a microwave at 120° C. for 2 hours. Dilute with EtOAc (25 ml), wash with water (25 ml), brine (25 ml), concentrate in vacuo. Flash column chromatography (silica, 40 g) eluting w/0-10% EtOAc/DCM afforded 124 mg... The reactants are ClCCl, CO, O=C(O)C(CC1CCC1)C(=O)O. The product is O=C(O)CCC1CCC1. Reaction SMILES: [CH2:15]([Cl:16])[Cl:17].[CH3:13][OH:14].[CH:1]1([CH2:5][CH:6]([C:7](=[O:8])[OH:9])[C:10]([OH:11])=[O:12])[CH2:2][CH2:3][CH2:4]1>>[CH:1]1([CH2:5][CH2:6][C:7](=[O:8])[OH:9])[CH2:2][CH2:3][CH2:4]1.